Dataset: the Open Reaction Database (ORD), a public repository of structured organic reaction records. Task: describe an organic reaction: reactants, conditions, products, and yield As a reaction SMILES: C([O:5][C:6]([C:8]1[N:9]=[C:10]([C:28]#[N:29])[C:11]2[C:16]([C:17]=1[OH:18])=[CH:15][C:14]([S:19]([C:22]1[CH:27]=[CH:26][CH:25]=[CH:24][CH:23]=1)(=[O:21])=[O:20])=[CH:13][CH:12]=2)=O)CCC.[NH2:30][CH2:31][C:32]([OH:34])=[O:33]>>[C:22]1([S:19]([C:14]2[CH:15]=[C:16]3[C:11](=[CH:12][CH:13]=2)[C:10]([C:28]#[N:29])=[N:9][C:8]([C:6]([NH:30][CH2:31][C:32]([OH:34])=[O:33])=[O:5])=[C:17]3[OH:18])(=[O:21])=[O:20])[CH:23]=[CH:24][CH:25]=[CH:26][CH:27]=1. Product: C1(=CC=CC=C1)S(=O)(=O)C=1C=C2C(=C(N=C(C2=CC1)C#N)C(=O)NCC(=O)O)O ([(6-Benzenesulfonyl-1-cyano-4-hydroxy-isoquinoline-3-carbonyl)-amino]-acetic acid). Reactants: C(CCC)OC(=O)C=1N=C(C2=CC=C(C=C2C1O)S(=O)(=O)C1=CC=CC=C1)C#N (6-benzenesulfonyl-1-cyano-4-hydroxy-isoquinoline-3-carboxylic acid butyl ester), NCC(=O)O (glycine), example 28e. Procedure: Prepared from 6-benzenesulfonyl-1-cyano-4-hydroxy-isoquinoline-3-carboxylic acid butyl ester and glycine in analogy to example 28e (56% yield). MS-(+)-ion: M+1=412.26. The reactants are monohydric alcohol, ester, C1(OCCO1)=O (ethylene carbonate), C(OC)(OC)=O (dimethyl carbonate), C([O-])([O-])=O (carbonate), C(C1=CC=CO1)O (furfuryl alcohol), C([O-])([O-])=O (carbonate), ester, oxide, C(OC)(OC)=O (dimethyl carbonate), C(C1=CC=CO1)O (furfuryl alcohol). The solvent is ester. Yields the product C(OCC1=CC=CO1)(OCC1=CC=CO1)=O (difurfuryl carbonate). As a reaction SMILES: [C:1](=O)([O-])[O-].[C:5](=[O:10])([O:8][CH3:9])[O:6][CH3:7].[C:11]1(=O)[O:15][CH2:14][CH2:13]O1.C(O)[C:18]1[O:22][CH:21]=[CH:20][CH:19]=1>>[C:5](=[O:10])([O:8][CH2:9][C:11]1[O:15][CH:14]=[CH:13][CH:1]=1)[O:6][CH2:7][C:21]1[O:22][CH:18]=[CH:19][CH:20]=1. Procedure details: Preferably, when the carbonate of the ester exchange reaction is selected from one or more of the group consisting of dimethyl carbonate and ethylene carbonate and the monohydric alcohol is furfuryl alcohol, the metal-earth oxide composite catalyst is adopted. In this case, the mole ratio of the carbonate to furfuryl alcohol is in the range of 1:1 to 1:20, preferably in the range of 1:2 to 1:8; the ester exchange reaction is performed at a temperature in the range of 100° C. to 300° C. and under... Starting materials: O1CCCC=C1 (dihydropyran), [H-].[Al+3].[Li+].[H-].[H-].[H-] (lithium aluminum hydride), COC1OC(CC=C1)C(=O)OC (2-methoxy-6-methoxycarbonyl-5,6-dihydropyran), alcohol. The reagents and catalysts are [Pt](=O)=O (platinum dioxide), Cl (hydrochloric acid). Run in CO (methanol), CO (methanol), C(C)OCC (diethyl ether). The product is OC[C@H]1CCC[C@@H](O1)OC (trans-6-hydroxymethyl-2-methoxytetrahydropyran). Reaction SMILES: O1C=CCCC1.[CH3:7][O:8][CH:9]1[CH:14]=[CH:13][CH2:12][CH:11]([C:15](OC)=[O:16])[O:10]1.[H-].[Al+3].[Li+].[H-].[H-].[H-]>CO.Cl.C(OCC)C.[Pt](=O)=O>[OH:16][CH2:15][C@@H:11]1[O:10][C@@H:9]([O:8][CH3:7])[CH2:14][CH2:13][CH2:12]1 |f:2.3.4.5.6.7|. Procedure: The absolute configuration for the product was determined by first isomerizing the dihydropyran derivative product in methanol by use of hydrochloric acid as a catalyst so that the product had a trans-isomer content of 95%, subsequently converting the ester into an alcohol in diethyl ether by use of lithium aluminum hydride, and then hydrogenating the double bonds by using platinum dioxide in methanol to give trans-6-hydroxymethyl-2-methoxytetrahydropyran, followed by optical rotation measuremen... The product is CC1(CN(CCO1)C(=O)N1CC(CC(C1)C1=CC=C(C=C1)C(F)(F)F)C1=NC(=NO1)CC)C ((2,2-Dimethylmorpholin-4-yl){3-(3-ethyl-1,2,4-oxadiazol-5-yl)-5-[4-(trifluoromethyl)phenyl]piperidin-1-yl}methanone). Procedure details: 250 mg (0.410 mmol, 68% pure) of 1-[(2,2-dimethylmorpholin-4-yl)carbonyl]-5-[4-(trifluoromethyl)phenyl]piperidine-3-carboxylic acid (Example 208A) and 56.2 mg (0.451 mmol) of N′-hydroxypropanimidamide hydrochloride were reacted according to the General Method 1. Yield: 80.6 mg (42% of theory). Starting materials: CC1(CN(CCO1)C(=O)N1CC(CC(C1)C1=CC=C(C=C1)C(F)(F)F)C(=O)O)C (1-[(2,2-Dimethylmorpholin-4-yl)carbonyl]-5-[4-(trifluoromethyl)phenyl]piperidine-3-carboxylic acid), Cl.ON=C(CC)N (N′-hydroxypropanimidamide hydrochloride). RXN SMILES: [CH3:1][C:2]1([CH3:29])[O:7][CH2:6][CH2:5][N:4]([C:8]([N:10]2[CH2:15][CH:14]([C:16]3[CH:21]=[CH:20][C:19]([C:22]([F:25])([F:24])[F:23])=[CH:18][CH:17]=3)[CH2:13][CH:12]([C:26](O)=[O:27])[CH2:11]2)=[O:9])[CH2:3]1.Cl.O[N:32]=[C:33]([NH2:36])[CH2:34][CH3:35]>>[CH3:1][C:2]1([CH3:29])[O:7][CH2:6][CH2:5][N:4]([C:8]([N:10]2[CH2:15][CH:14]([C:16]3[CH:17]=[CH:18][C:19]([C:22]([F:24])([F:23])[F:25])=[CH:20][CH:21]=3)[CH2:13][CH:12]([C:26]3[O:27][N:36]=[C:33]([CH2:34][CH3:35])[N:32]=3)[CH2:11]2)=[O:9])[CH2:3]1 |f:1.2|. Reactants: BrC1=CC(=C(C=C1)Cl)CC1=CC=C(C=C1)OCC (4-bromo-1-chloro-2-(4-ethoxybenzyl)benzene), [Li]CCCC (n-BuLi), C[Si](O[C@H]1C(O[C@@H]([C@H]([C@@H]1O[Si](C)(C)C)O[Si](C)(C)C)CO[Si](C)(C)C)=O)(C)C ((3R,4S,5R,6R)-3,4,5-tris(trimethylsilyloxy)-6-((trimethylsilyloxy)methyl)tetrahydro-2H-pyran-2-one), CS(=O)(=O)O (methanesulfonic acid). The solvent is C1(=CC=CC=C1)C.C1CCOC1 (toluene THF), C1(=CC=CC=C1)C (toluene), CO (methanol). Run at temperature -65 celsius, time 30 minute. The product is ClC1=C(C=C(C=C1)C1(O[C@@H]([C@H]([C@@H]([C@H]1O)O)O)CO)OC)CC1=CC=C(C=C1)OCC ((3R,4S,5S,6R)-2-(4-chloro-3-(4-ethoxybenzyl)phenyl)-6-(hydroxymethyl)-2-methoxytetrahydro-2H-pyran-3,4,5-triol). As a reaction SMILES: Br[C:2]1[CH:7]=[CH:6][C:5]([Cl:8])=[C:4]([CH2:9][C:10]2[CH:15]=[CH:14][C:13]([O:16][CH2:17][CH3:18])=[CH:12][CH:11]=2)[CH:3]=1.[Li][CH2:20]CCC.C[Si](C)(C)[O:26][C@@H:27]1[C@@H:32]([O:33][Si](C)(C)C)[C@H:31]([O:38][Si](C)(C)C)[C@@H:30]([CH2:43][O:44][Si](C)(C)C)[O:29][C:28]1=[O:49].CS(O)(=O)=O>C1(C)C=CC=CC=1.C1COCC1.C1(C)C=CC=CC=1.CO>[Cl:8][C:5]1[CH:6]=[CH:7][C:2]([C:28]2([O:49][CH3:20])[C@H:27]([OH:26])[C@@H:32]([OH:33])[C@H:31]([OH:38])[C@@H:30]([CH2:43][OH:44])[O:29]2)=[CH:3][C:4]=1[CH2:9][C:10]1[CH:15]=[CH:14][C:13]([O:16][CH2:17][CH3:18])=[CH:12][CH:11]=1 |f:4.5|. Procedure: To 4-bromo-1-chloro-2-(4-ethoxybenzyl)benzene (10 g, 0.031 mol) in anhydrous toluene/THF (78 mL, v/v=2:1) was added dropwise n-BuLi (2.5 M in hexane, 13.5 mL) at −65° C. and stirred for 30 minutes at −65° C. The mixture was transferred to a solution of (3R,4S,5R,6R)-3,4,5-tris(trimethylsilyloxy)-6-((trimethylsilyloxy)methyl)tetrahydro-2H-pyran-2-one (15.7 g, 0.034 mol) in toluene (78 mL) at −65° C. The mixture was stirred at −65° C. for 2 hours until starting material was consumed. The reaction ... The reactants are C1CCOC1 (THF), FC(OC1=CC=C(COC2=CC=C(C=C2)N2C=NC3=C2C=CC(=C3)C(=O)OC)C=C1)(F)F (methyl 1-(4-{[4-(trifluoromethoxy)benzyl]oxy}phenyl)-1H-benzimidazole-5-carboxylate), [OH-].[Na+] (NaOH). The solvent is CO (methanol). Reaction conditions: temperature 70 celsius. Yields the product FC(OC1=CC=C(COC2=CC=C(C=C2)N2C=NC3=C2C=CC(=C3)C(=O)O)C=C1)(F)F (1-(4-{[4-(trifluoromethoxy) benzyl]oxy}phenyl)-1H-benzimidazole-5-carboxylic acid). Reaction SMILES: C1COCC1.[F:6][C:7]([F:37])([F:36])[O:8][C:9]1[CH:35]=[CH:34][C:12]([CH2:13][O:14][C:15]2[CH:20]=[CH:19][C:18]([N:21]3[C:25]4[CH:26]=[CH:27][C:28]([C:30]([O:32]C)=[O:31])=[CH:29][C:24]=4[N:23]=[CH:22]3)=[CH:17][CH:16]=2)=[CH:11][CH:10]=1.[OH-].[Na+]>CO>[F:37][C:7]([F:6])([F:36])[O:8][C:9]1[CH:35]=[CH:34][C:12]([CH2:13][O:14][C:15]2[CH:16]=[CH:17][C:18]([N:21]3[C:25]4[CH:26]=[CH:27][C:28]([C:30]([OH:32])=[O:31])=[CH:29][C:24]=4[N:23]=[CH:22]3)=[CH:19][CH:20]=2)=[CH:11][CH:10]=1 |f:2.3|. Procedure details: A 0.5M THF solution of methyl 1-(4-{[4-(trifluoromethoxy)benzyl]oxy}phenyl)-1H-benzimidazole-5-carboxylate (3.7 g, 8.4 mmol) was treated with 10M NaOH (8.4 mL, 84 mmol) and enough methanol to make the mixture homogeneous. The reaction mixture was then heated at 70° C. for 24 h, after which it was concentrated in vacuo, taken up in water and acidified to pH 4 with 2M HCl(aq). The resulting precipitate was filtered and washed with water to afford 1-(4-{[4-(trifluoromethoxy) benzyl]oxy}phenyl)-1H-b... As a reaction SMILES: [O:1]1[CH:6]=[CH:5][CH2:4][CH2:3][CH2:2]1.[Li]C(C)(C)C.[CH2:12]([Sn:16](Cl)([CH2:21][CH2:22][CH2:23][CH3:24])[CH2:17][CH2:18][CH2:19][CH3:20])[CH2:13][CH2:14][CH3:15]>C1COCC1.O>[CH2:21]([Sn:16]([CH2:12][CH2:13][CH2:14][CH3:15])([CH2:17][CH2:18][CH2:19][CH3:20])[CH:6]1[CH2:5][CH2:4][CH:3]=[CH:2][O:1]1)[CH2:22][CH2:23][CH3:24]. Reactants: O1CCCC=C1 (2,3-dihydropyran), [Li]C(C)(C)C (tert-BuLi), C(CCC)[Sn](CCCC)(CCCC)Cl (tributylstannyl chloride). Product: C(CCC)[Sn](C1OC=CCC1)(CCCC)CCCC (2-Tributylstannyl-2,3-dihydropyran). Isolated yield 82.4%. The solvent is O (water), C1CCOC1 (THF). Run at temperature 0 celsius, time 1 hour. Procedure: To a solution of 2,3-dihydropyran (2.0 g, 23.8 mmol) in dry THF (50 mL) was added tert-BuLi (26.2 mmol) at -78° C. and the resulting solution was stirred at 0° C. for 1 hour. The mixture was cooled to -78° C. and tributylstannyl chloride (5.53 g, 17.0 mmol) was added and stirring was continued for fifteen minutes at which time the reaction mixture was diluted with water and extracted 3× with ethyl acetate. The organic layer was washed with brine, dried (MgSO4), filtered and concentrated. The cru...